describe an organic reaction: reactants, conditions, products, and yield From a dataset of the Open Reaction Database (ORD), a public repository of structured organic reaction records. The reactants are CNC1=NC(=NC=C1C(=O)O)C1=CC=CC=C1 (4-methylamino-2-phenylpyrimidine-5-carboxylic acid), CN(C=O)C (dimethylformamide), C1(=CC=CC=C1)P(=O)(C1=CC=CC=C1)N=[N+]=[N-] (diphenylphosphoryl azide). Product: CN1C2=NC(=NC=C2NC1=O)C1=CC=CC=C1 (7,9-dihydro-9-methyl-2-phenyl-8H-purin-8-one). RXN SMILES: CNC1[C:8](C(O)=O)=[CH:7][N:6]=[C:5]([C:12]2[CH:17]=[CH:16][CH:15]=[CH:14][CH:13]=2)[N:4]=1.[CH3:18][N:19]([CH3:22])[CH:20]=[O:21].C1(P([N:37]=[N+]=[N-])(C2C=CC=CC=2)=O)C=CC=CC=1>C(N(CC)CC)C>[CH3:18][N:19]1[C:20](=[O:21])[NH:37][C:8]2[C:22]1=[N:4][C:5]([C:12]1[CH:13]=[CH:14][CH:15]=[CH:16][CH:17]=1)=[N:6][CH:7]=2. Reported procedure: To a mixture of 4-methylamino-2-phenylpyrimidine-5-carboxylic acid (7 g) and dimethylformamide (50 ml) is added triethylamine (3.1 g) at room temperature, and the mixture is stirred for 10 minutes, and thereto is added diphenylphosphoryl azide (8.4 g) at the same temperature. The reaction mixture is stirred at 120° C. for four hours, and concentrated under reduced pressure. The residue is poured into ice-water, and the precipitates are collected by filtration, washed with water, washed with etha... Conditions: time 10 minute. Run in C(C)N(CC)CC (triethylamine). Starting materials: FC1=CC=C(C=C1)CNC=1C=NC=CC1[N+](=O)[O-] (N-[(4-fluorophenyl)methyl]-4-nitro-3-pyridinamine), 1-oxide, ClC(Cl)Cl (trichloromethane), 10.2, trichloride, ClC(Cl)Cl (trichloromethane). Procedure: To a stirred and cooled (0° C.) solution of 8.7 parts of N-[(4-fluorophenyl)methyl]-4-nitro-3-pyridinamine, 1-oxide and 150 parts of trichloromethane was added dropwise a solution of 10.2 parts of phosphor trichloride in 75 parts of trichloromethane. Upon completion, the mixture was allowed to reach room temperature and stirring was continued for 1 hour at reflux temperature. The reaction mixture was cooled and the solvent was evaporated. The residue was stirred in trichloromethane. The product ... RXN SMILES: [F:1][C:2]1[CH:7]=[CH:6][C:5]([CH2:8][NH:9][C:10]2[CH:11]=[N:12][CH:13]=[CH:14][C:15]=2[N+:16]([O-:18])=[O:17])=[CH:4][CH:3]=1.[Cl:19]C(Cl)Cl>>[ClH:19].[F:1][C:2]1[CH:3]=[CH:4][C:5]([CH2:8][NH:9][C:10]2[CH:11]=[N:12][CH:13]=[CH:14][C:15]=2[N+:16]([O-:18])=[O:17])=[CH:6][CH:7]=1 |f:2.3|. Yields the product Cl.FC1=CC=C(C=C1)CNC=1C=NC=CC1[N+](=O)[O-] (N-[(4-fluorophenyl)methyl]-4-nitro-3-pyridinamine monohydrochloride). Conditions: time 1 hour.